This data is from the Open Reaction Database (ORD), a public repository of structured organic reaction records. The task is: describe an organic reaction: reactants, conditions, products, and yield The reactants are COCC(=O)NC1=NC=NC(=C1)OC1=CC=C(C=C1)[N+](=O)[O-] (2-methoxy-N-(6-(4-nitrophenoxy)pyrimidin-4-yl)acetamide), [H][H] (hydrogen). The reagents and catalysts are CC(=O)O (AcOH), [Pt] (Pt/C). Solvent: CO (MeOH), C(Cl)Cl (DCM). Yields the product NC1=CC=C(OC2=CC(=NC=N2)NC(COC)=O)C=C1 (N-(6-(4-Aminophenoxy)pyrimidin-4-yl)-2-methoxyacetamide). Reaction SMILES: [CH3:1][O:2][CH2:3][C:4]([NH:6][C:7]1[CH:12]=[C:11]([O:13][C:14]2[CH:19]=[CH:18][C:17]([N+:20]([O-])=O)=[CH:16][CH:15]=2)[N:10]=[CH:9][N:8]=1)=[O:5].[H][H]>CO.C(Cl)Cl.CC(O)=O.[Pt]>[NH2:20][C:17]1[CH:16]=[CH:15][C:14]([O:13][C:11]2[N:10]=[CH:9][N:8]=[C:7]([NH:6][C:4](=[O:5])[CH2:3][O:2][CH3:1])[CH:12]=2)=[CH:19][CH:18]=1. Procedure: A solution of 2-methoxy-N-(6-(4-nitrophenoxy)pyrimidin-4-yl)acetamide (730 mg, 2.53 mmol) in a mixture of MeOH and DCM (1:1 v/v, 80 mL) containing AcOH (5 drops) was subjected to hydrogenation by passage through a Thales H-cube (1.0 mL min−1, RT, 10% Pt/C, full hydrogen mode) and was then evaporated in vacuo. The residue was partitioned between DCM (100 mL) and saturated aq NaHCO3 solution (25 mL). The organic layer was separated and washed with brine (25 mL) and then dried (MgSO4). Evaporation ... The reactants are C(C=C)[O-].[Na+] (sodium allyl alcoholate), [Na] (sodium), CSC1=NC(=C(C(=N1)NC(C)C)[N+](=O)[O-])Cl (2-methylthio-4-isopropylamino-5-nitro-6-chloro-pyrimidine). Solvent: C(C=C)O (allyl alcohol). Conditions: temperature 20 celsius, time 8 hour. Yields the product CSC1=NC(=C(C(=N1)NC(C)C)[N+](=O)[O-])OCC=C (2-methylthio-4-isopropylamino-5-nitro-6-allyloxypyrimidine). As a reaction SMILES: [CH2:1]([O-:4])[CH:2]=[CH2:3].[Na+].[Na].[CH3:7][S:8][C:9]1[N:14]=[C:13]([NH:15][CH:16]([CH3:18])[CH3:17])[C:12]([N+:19]([O-:21])=[O:20])=[C:11](Cl)[N:10]=1>C(O)C=C>[CH3:7][S:8][C:9]1[N:14]=[C:13]([NH:15][CH:16]([CH3:18])[CH3:17])[C:12]([N+:19]([O-:21])=[O:20])=[C:11]([O:4][CH2:1][CH:2]=[CH2:3])[N:10]=1 |f:0.1,^1:5|. Procedure: A solution of sodium allyl alcoholate (prepared from 1.2 g (50 m-moles of sodium in 50 ml of allyl alcohol) is added to 13.2 g (50 m-moles) of 2-methylthio-4-isopropylamino-5-nitro-6-chloro-pyrimidine and the mixture is stirred overnight at 20° C. The allyl alcohol is evaporated off, the residue is suspended in water and extracted with ether. The ethereal extracts are dried over MgSO4 and concentrated to yield 15 g of 2-methylthio-4-isopropylamino-5-nitro-6-allyloxypyrimidine of m.p. 51°-54° C. Reactants: CNN, ClCCl, CC(=O)Nc1nc(CCc2ccc(CON3C(=O)c4ccccc4C3=O)cc2)cs1. Yields the product CC(=O)Nc1nc(CCc2ccc(CON)cc2)cs1. RXN SMILES: [CH3:31][NH:32][NH2:33].[Cl:34][CH2:35][Cl:36].[O:1]=[C:2]1[N:3]([O:12][CH2:13][c:14]2[cH:15][cH:16][c:17]([CH2:20][CH2:21][c:22]3[n:23][c:24]([NH:27][C:28]([CH3:29])=[O:30])[s:25][cH:26]3)[cH:18][cH:19]2)[C:10](=[O:11])[c:5]2[c:4]1[cH:9][cH:8][cH:7][cH:6]2>>[NH2:3][O:12][CH2:13][c:14]1[cH:15][cH:16][c:17]([CH2:20][CH2:21][c:22]2[n:23][c:24]([NH:27][C:28]([CH3:29])=[O:30])[s:25][cH:26]2)[cH:18][cH:19]1. Reactants: CC(C)(C)n1ncc(O)c(Cl)c1=O, O=C([O-])[O-], CC(C)OCC(C)Oc1ccc(CBr)cc1, CN(C)C=O, [K+], [K+]. Yields the product CC(C)OCC(C)Oc1ccc(COc2cnn(C(C)(C)C)c(=O)c2Cl)cc1. Reaction SMILES: [C:1]([CH3:2])([CH3:3])([CH3:4])[n:5]1[n:6][cH:7][c:8]([OH:13])[c:9]([Cl:12])[c:10]1=[O:11].[C:30](=[O:31])([O-:32])[O-:33].[CH3:14][CH:15]([CH2:16][O:17][CH:18]([CH3:19])[CH3:20])[O:21][c:22]1[cH:23][cH:24][c:25]([CH2:26][Br:27])[cH:28][cH:29]1.[CH3:36][N:37]([CH3:38])[CH:39]=[O:40].[K+:34].[K+:35]>>[C:1]([CH3:2])([CH3:3])([CH3:4])[n:5]1[n:6][cH:7][c:8]([O:13][CH2:26][c:25]2[cH:24][cH:23][c:22]([O:21][CH:15]([CH3:14])[CH2:16][O:17][CH:18]([CH3:19])[CH3:20])[cH:29][cH:28]2)[c:9]([Cl:12])[c:10]1=[O:11]. Starting materials: C1CCOC1, CC(C)(C)[O-], [K+], CN(C)C=O, O=S(=O)(c1ccccc1)C(F)(F)CCCc1ccccc1. The product is FC(F)=CCCc1ccccc1. RXN SMILES: [CH2:28]1[O:29][CH2:30][CH2:31][CH2:32]1.[CH3:22][C:23]([CH3:24])([O-:25])[CH3:26].[K+:27].[O:33]=[CH:34][N:35]([CH3:36])[CH3:37].[c:1]1([S:2](=[O:3])(=[O:4])[C:10]([CH2:11][CH2:12][CH2:13][c:14]2[cH:15][cH:16][cH:17][cH:18][cH:19]2)([F:20])[F:21])[cH:5][cH:6][cH:7][cH:8][cH:9]1>>[C:10](=[CH:11][CH2:12][CH2:13][c:14]1[cH:15][cH:16][cH:17][cH:18][cH:19]1)([F:20])[F:21]. Reactants: CCOC(=O)C1(CCCBr)C(=O)Cc2ccccc21, [H-], [Na+], O, c1ccccc1. The product is CCOC(=O)C12CCCC(C1=O)c1ccccc12. Reaction SMILES: [Br:9][CH2:10][CH2:11][CH2:12][C:13]1([C:23](=[O:24])[O:25][CH2:26][CH3:27])[C:14](=[O:22])[CH2:15][c:16]2[cH:17][cH:18][cH:19][cH:20][c:21]21.[H-:7].[Na+:8].[OH2:28].[cH:1]1[cH:2][cH:3][cH:4][cH:5][cH:6]1>>[CH2:10]1[CH2:11][CH2:12][C:13]2([C:23](=[O:24])[O:25][CH2:26][CH3:27])[C:14](=[O:22])[CH:15]1[c:16]1[cH:17][cH:18][cH:19][cH:20][c:21]12.